Dataset: the Open Reaction Database (ORD), a public repository of structured organic reaction records. Task: describe an organic reaction: reactants, conditions, products, and yield Reactants: CON, CCO, CSC(=C[N+](=O)[O-])NCCN(C)Cc1ccc(Cl)nc1. The product is CONC(=C[N+](=O)[O-])NCCN(C)Cc1ccc(Cl)nc1. As a reaction SMILES: [CH3:21][O:22][NH2:23].[CH3:24][CH2:25][OH:26].[Cl:1][c:2]1[n:3][cH:4][c:5]([CH2:8][N:9]([CH2:10][CH2:11][NH:12][C:13](=[CH:14][N+:15](=[O:16])[O-:17])[S:18][CH3:19])[CH3:20])[cH:6][cH:7]1>>[Cl:1][c:2]1[n:3][cH:4][c:5]([CH2:8][N:9]([CH2:10][CH2:11][NH:12][C:13](=[CH:14][N+:15](=[O:16])[O-:17])[NH:23][O:22][CH3:21])[CH3:20])[cH:6][cH:7]1. Starting materials: FC1=C(C(=O)O)C=C(C(=C1)C)F (2,5-difluoro-4-methyl-benzoic acid), S(=O)(Cl)Cl (thionyl chloride). The product is FC1=C(C(=O)Cl)C=C(C(=C1)C)F (2,5-difluoro-4-methyl-benzoyl chloride). RXN SMILES: [F:1][C:2]1[CH:10]=[C:9]([CH3:11])[C:8]([F:12])=[CH:7][C:3]=1[C:4](O)=[O:5].S(Cl)([Cl:15])=O>>[F:1][C:2]1[CH:10]=[C:9]([CH3:11])[C:8]([F:12])=[CH:7][C:3]=1[C:4]([Cl:15])=[O:5]. Procedure details: 250 ml of thionyl chloride are taken and 120 g of 2,5-difluoro-4-methyl-benzoic acid are introduced in portions at room temperature, with brisk evolution of gas. When the evolution of gas has subsided, the mixture is heated slowly to the reflux temperature and stirred until the evolution of gas has ended. The excess thionyl chloride is distilled off, the reaction product is coarsely distilled over and the distillate is fractionated on a small column. Yield: 97 g (72.9% of theory) of 2,5-difluoro... Starting materials: CC(C)c1nc2nc(Cl)c(-c3ccccc3)c(Cl)n2n1, ClCCl, N, [Zn]. Product: CC(C)c1nc2nc(Cl)c(-c3ccccc3)cn2n1. As a reaction SMILES: [Cl:1][c:2]1[n:3][c:4]2[n:5]([c:6]([Cl:14])[c:7]1-[c:8]1[cH:9][cH:10][cH:11][cH:12][cH:13]1)[n:15][c:16]([CH:18]([CH3:19])[CH3:20])[n:17]2.[Cl:22][CH2:23][Cl:24].[NH3:21].[Zn:25]>>[Cl:1][c:2]1[n:3][c:4]2[n:5]([cH:6][c:7]1-[c:8]1[cH:9][cH:10][cH:11][cH:12][cH:13]1)[n:15][c:16]([CH:18]([CH3:19])[CH3:20])[n:17]2. The reagents and catalysts are [O-2].[Mn+4].[O-2] (manganese(IV) oxide). Run in C(Cl)Cl (methylene chloride). The product is ClC1=C(C=C(C(=C1)OC)OCC1=C(C(=CC=C1OC)F)F)N1C2=NC=NC(=C2NC1=O)C=O (9-[2-Chloro-5-(2,3-difluoro-6-methoxybenzyloxy)-4-methoxyphenyl]-6-formyl-7,9-dihydro-8H-purin-8-one). Reported procedure: To a solution of 9-[2-chloro-5-(2,3-difluoro-6-methoxybenzyloxy)-4-methoxyphenyl]-6-hydroxymethyl-7,9-dihydro-8H-purin-8-one (0.1%) in methylene chloride (3 mL) was added manganese(IV) oxide (272 mg), and the mixture was stirred at room temperature for 2 hours. The insoluble material was removed by filtration, and the filtrate was concentrated under reduced pressure. The residue was purified by column chromatography on silica gel (eluent: n-hexane/ethyl acetate=3/1−1/3) to give the title compoun... Starting materials: ClC1=C(C=C(C(=C1)OC)OCC1=C(C(=CC=C1OC)F)F)N1C2=NC=NC(=C2NC1=O)CO (9-[2-chloro-5-(2,3-difluoro-6-methoxybenzyloxy)-4-methoxyphenyl]-6-hydroxymethyl-7,9-dihydro-8H-purin-8-one). As a reaction SMILES: [Cl:1][C:2]1[CH:7]=[C:6]([O:8][CH3:9])[C:5]([O:10][CH2:11][C:12]2[C:17]([O:18][CH3:19])=[CH:16][CH:15]=[C:14]([F:20])[C:13]=2[F:21])=[CH:4][C:3]=1[N:22]1[C:30](=[O:31])[NH:29][C:28]2[C:23]1=[N:24][CH:25]=[N:26][C:27]=2[CH2:32][OH:33]>C(Cl)Cl.[O-2].[Mn+4].[O-2]>[Cl:1][C:2]1[CH:7]=[C:6]([O:8][CH3:9])[C:5]([O:10][CH2:11][C:12]2[C:17]([O:18][CH3:19])=[CH:16][CH:15]=[C:14]([F:20])[C:13]=2[F:21])=[CH:4][C:3]=1[N:22]1[C:30](=[O:31])[NH:29][C:28]2[C:23]1=[N:24][CH:25]=[N:26][C:27]=2[CH:32]=[O:33] |f:2.3.4|. Reaction conditions: time 2 hour. The reactants are [BH4-], COC(=O)c1cc(NS(C)(=O)=O)ccc1C=Cc1cc(-c2ccc(OC)[nH]c2=O)cc(C(C)(C)C)c1OC, C1CCOC1, [Li+]. The product is COc1ccc(-c2cc(C=Cc3ccc(NS(C)(=O)=O)cc3CO)c(OC)c(C(C)(C)C)c2)c(=O)[nH]1. RXN SMILES: [BH4-:39].[C:1]([CH3:2])([CH3:3])([CH3:4])[c:5]1[c:6]([O:37][CH3:38])[c:7]([CH:20]=[CH:21][c:22]2[c:23]([C:24](=[O:25])[O:26][CH3:27])[cH:28][c:29]([NH:32][S:33](=[O:34])(=[O:35])[CH3:36])[cH:30][cH:31]2)[cH:8][c:9](-[c:11]2[c:12](=[O:19])[nH:13][c:14]([O:17][CH3:18])[cH:15][cH:16]2)[cH:10]1.[CH2:41]1[O:42][CH2:43][CH2:44][CH2:45]1.[Li+:40]>>[C:1]([CH3:2])([CH3:3])([CH3:4])[c:5]1[c:6]([O:37][CH3:38])[c:7]([CH:20]=[CH:21][c:22]2[c:23]([CH2:24][OH:25])[cH:28][c:29]([NH:32][S:33](=[O:34])(=[O:35])[CH3:36])[cH:30][cH:31]2)[cH:8][c:9](-[c:11]2[c:12](=[O:19])[nH:13][c:14]([O:17][CH3:18])[cH:15][cH:16]2)[cH:10]1. Starting materials: [Cl-].[Na+] (sodium chloride), NC1=CC(=NC(=C1)Cl)Cl (4-amino-2,6-dichloropyridine), N(=O)[O-].[Na+] (sodium nitrite), cuprous chloride, Cl (hydrochloric acid), resultant mixture. Solvent: O (water). Yields the product ClC1=NC(=CC(=C1)Cl)Cl (2,4,6-trichloropyridine). As a reaction SMILES: N[C:2]1[CH:7]=[C:6]([Cl:8])[N:5]=[C:4]([Cl:9])[CH:3]=1.[ClH:10].N([O-])=O.[Na+].[Cl-].[Na+]>O>[Cl:8][C:6]1[CH:7]=[C:2]([Cl:10])[CH:3]=[C:4]([Cl:9])[N:5]=1 |f:2.3,4.5|. Procedure details: To a mixture composed of 4-amino-2,6-dichloropyridine (5.5 g), cuprous chloride (4.4 g) and concentrated hydrochloric acid (50 ml), sodium nitrite (3.5 g) was added little by little under cooling with ice and sodium chloride. After the resultant mixture was stirred for one hour at the same temperature and for one and a half hour at a room temperature, water was added, and the mixture was extracted with chloroform. After the obtained extract was dried over anhydrous sodium sulfate, solvent was di... Starting materials: COc1cc(Br)ccc1OCC(C)(C)O, ClCCl, CNCCNC, O=c1nc(SCc2ccc(Cl)cc2)cc[nH]1, [Cu]I, [K+], [K+], [K+], C1COCCO1, O=P([O-])([O-])[O-]. Product: COc1cc(-n2ccc(SCc3ccc(Cl)cc3)nc2=O)ccc1OCC(C)(C)O. RXN SMILES: [Br:7][c:8]1[cH:9][c:10]([O:20][CH3:21])[c:11]([O:12][CH2:13][C:14]([CH3:15])([OH:16])[CH3:17])[cH:18][cH:19]1.[CH2:52]([Cl:53])[Cl:54].[CH3:1][NH:2][CH2:3][CH2:4][NH:5][CH3:6].[Cl:22][c:23]1[cH:24][cH:25][c:26]([CH2:27][S:28][c:29]2[n:30][c:31](=[O:35])[nH:32][cH:33][cH:34]2)[cH:36][cH:37]1.[Cu:55][I:56].[K+:43].[K+:44].[K+:45].[O:46]1[CH2:47][CH2:48][O:49][CH2:50][CH2:51]1.[P:38]([O-:39])([O-:40])([O-:41])=[O:42]>>[c:8]1(-[n:32]2[c:31](=[O:35])[n:30][c:29]([S:28][CH2:27][c:26]3[cH:25][cH:24][c:23]([Cl:22])[cH:37][cH:36]3)[cH:34][cH:33]2)[cH:9][c:10]([O:20][CH3:21])[c:11]([O:12][CH2:13][C:14]([CH3:15])([OH:16])[CH3:17])[cH:18][cH:19]1. Reactants: C(=O)(OC(C)(C)C)N1[C@H](CCC[C@@H]1C(CCCC)=O)C (trans-N-Boc-2-methyl-6-(ethyl propionyl)piperidine). Solvent: FC(C(=O)O)(F)F (trifloroacetic acid), ClCCl (dichloromethane). Product: C[C@@H]1N[C@H](CCC1)C(CCCC)=O (trans-2-methyl-6-(ethyl propionyl)piperidine). RXN SMILES: C([N:8]1[C@@H:13]([C:14](=[O:19])[CH2:15][CH2:16][CH2:17][CH3:18])[CH2:12][CH2:11][CH2:10][C@@H:9]1[CH3:20])(OC(C)(C)C)=O>FC(F)(F)C(O)=O.ClCCl>[CH3:20][C@H:9]1[CH2:10][CH2:11][CH2:12][C@H:13]([C:14](=[O:19])[CH2:15][CH2:16][CH2:17][CH3:18])[NH:8]1. Procedure: To a stirred solution of trans-N-Boc-2-methyl-6-(ethyl propionyl)piperidine. (1.8 g, 6.01 mmol) in 15% trifloroacetic acid (35 mL) in dichloromethane was stirred for 2 h at room temperature, and the reaction mixture was quenched with 75 mL saturated NaHCO3 solution. The mixture was extracted with ether *5 and the combined extracts were dried over K2CO3 and then concentrated to give trans-2-methyl-6-(ethyl propionyl)piperidine as an oil. The crude oil was immediately dissolved in a small amount o...